From a dataset of the Open Reaction Database (ORD), a public repository of structured organic reaction records. describe an organic reaction: reactants, conditions, products, and yield Reactants: NC1CC2=CC=C(C=C2C1CC1=CC=CC=C1)OCCNS(=O)(=O)C=1N=CN(C1)C (N-(2-(2-amino-3-benzyl-2,3-dihydro-1H-inden-5-yloxy)ethyl)-1-methyl-1H-imidazole-4-sulfonamide), C(C)(C)NC(C)C (diisopropylamine), ClCC(C(=O)Cl)(C)C (3-chloropivaloyl chloride), Cl (hydrochloric acid). The solvent is ClCCl (dichloromethane), ClCCl (dichloromethane). The product is C(C1=CC=CC=C1)C1C(CC2=CC=C(C=C12)OCCNS(=O)(=O)C=1N=CN(C1)C)NC(C(CCl)(C)C)=O (N-(1-benzyl-6-(2-(1-methyl-1H-imidazole-4-sulfonamido)ethoxy)-2,3-dihydro-1H-inden-2-yl)-3-chloro-2,2-dimethylpropanamide). As a reaction SMILES: [NH2:1][CH:2]1[CH:10]([CH2:11][C:12]2[CH:17]=[CH:16][CH:15]=[CH:14][CH:13]=2)[C:9]2[C:4](=[CH:5][CH:6]=[C:7]([O:18][CH2:19][CH2:20][NH:21][S:22]([C:25]3[N:26]=[CH:27][N:28]([CH3:30])[CH:29]=3)(=[O:24])=[O:23])[CH:8]=2)[CH2:3]1.C(NC(C)C)(C)C.[Cl:38][CH2:39][C:40]([CH3:45])([CH3:44])[C:41](Cl)=[O:42].Cl>ClCCl>[CH2:11]([CH:10]1[C:9]2[C:4](=[CH:5][CH:6]=[C:7]([O:18][CH2:19][CH2:20][NH:21][S:22]([C:25]3[N:26]=[CH:27][N:28]([CH3:30])[CH:29]=3)(=[O:24])=[O:23])[CH:8]=2)[CH2:3][CH:2]1[NH:1][C:41](=[O:42])[C:40]([CH3:45])([CH3:44])[CH2:39][Cl:38])[C:12]1[CH:13]=[CH:14][CH:15]=[CH:16][CH:17]=1. Reported procedure: To a solution of N-(2-(2-amino-3-benzyl-2,3-dihydro-1H-inden-5-yloxy)ethyl)-1-methyl-1H-imidazole-4-sulfonamide (40.5 mg, 0.095 mmol; see example 193) in dry dichloromethane (2 ml) containing diisopropylamine (0.025 ml, 0.142 mmol) and under argon was added a solution of 3-chloropivaloyl chloride (0.019 ml, 0.142 mmol) in dichloromethane and stirred at room temperature over night. Added 0.5M hydrochloric acid and extracted with dichloromethane, co extracted aqueous layer with dichloromethane and... The reactants are [H][H] (hydrogen), steel, C1(CCCC1)C=C(C1=CC=C(C=C1)S(=O)(=O)C)C1=CC=2C(=NC=C(C2)OC(C)C)N1 (2-[2-cyclopentyl-1-(4-methanesulfonyl-phenyl)-vinyl]-5-isopropoxy-1H-pyrrolo[2,3-b]pyridine). Reagents/catalysts: [Pd] (palladium on activated carbon). Solvent: CO (methanol). Product: C1(CCCC1)CC(C1=CC=C(C=C1)S(=O)(=O)C)C1=CC=2C(=NC=C(C2)OC(C)C)N1 (2-[2-cyclopentyl-1-(4-methanesulfonyl-phenyl)-ethyl]-5-isopropoxy-1H-pyrrolo[2,3-b]pyridine). The yield is 76.7%. Reaction SMILES: [CH:1]1([CH:6]=[C:7]([C:18]2[NH:30][C:21]3=[N:22][CH:23]=[C:24]([O:26][CH:27]([CH3:29])[CH3:28])[CH:25]=[C:20]3[CH:19]=2)[C:8]2[CH:13]=[CH:12][C:11]([S:14]([CH3:17])(=[O:16])=[O:15])=[CH:10][CH:9]=2)[CH2:5][CH2:4][CH2:3][CH2:2]1.[H][H]>[Pd].CO>[CH:1]1([CH2:6][CH:7]([C:18]2[NH:30][C:21]3=[N:22][CH:23]=[C:24]([O:26][CH:27]([CH3:28])[CH3:29])[CH:25]=[C:20]3[CH:19]=2)[C:8]2[CH:13]=[CH:12][C:11]([S:14]([CH3:17])(=[O:16])=[O:15])=[CH:10][CH:9]=2)[CH2:5][CH2:4][CH2:3][CH2:2]1. Procedure: A mixture of 2-[2-cyclopentyl-1-(4-methanesulfonyl-phenyl)-vinyl]-5-isopropoxy-1H-pyrrolo[2,3-b]pyridine (236 mg, 0.55 mmol) and 10% palladium on activated carbon (40 mg) in methanol (200 mL) was heated at 50° C. under 50 bar of hydrogen in a steel bomb pressure for 6 h. The mixture was cooled to room temperature. The catalyst was removed by filtration and washed with ethyl acetate. The filtrate was concentrated in vacuo and purified using a Waters automated flash system (column: Xterra 30 mm×10...